Task: describe an organic reaction: reactants, conditions, products, and yield. Dataset: the Open Reaction Database (ORD), a public repository of structured organic reaction records Reactants: [N+](=O)([O-])C1=CC=C(C=C1)N1CCC(CC1)=O (1-(4-nitrophenyl)-4-piperidone), C(C)NCC (diethylamine), C(=O)O (formic acid). Solvent: C1(=CC=CC=C1)C (toluene). Yields the product C(C)N(CC)C=1CCN(CC1)C1=CC=C(C=C1)[N+](=O)[O-] (4-(N,N-diethylamino)-1-(4-nitrophenyl)-1,2,3,6-tetrahydropyridine). Reaction SMILES: [N+:1]([C:4]1[CH:9]=[CH:8][C:7]([N:10]2[CH2:15][CH2:14][C:13](=O)[CH2:12][CH2:11]2)=[CH:6][CH:5]=1)([O-:3])=[O:2].[CH2:17]([NH:19][CH2:20][CH3:21])[CH3:18].C(O)=O>C1(C)C=CC=CC=1>[CH2:17]([N:19]([C:13]1[CH2:12][CH2:11][N:10]([C:7]2[CH:8]=[CH:9][C:4]([N+:1]([O-:3])=[O:2])=[CH:5][CH:6]=2)[CH2:15][CH:14]=1)[CH2:20][CH3:21])[CH3:18]. Procedure: 5.0 g (22.7 mmol) of 1-(4-nitrophenyl)-4-piperidone, 16.0 g (220 mmol) of diethylamine and 5 ml of formic acid in 150 ml of toluene were refluxed with a water trap for 5 h. The solvent was removed under reduced pressure, and 4-(N,N-diethylamino)-1-(4-nitrophenyl)-1,2,3,6-tetrahydropyridine was obtained as crude product. 3.45 g (92.5 mmol) of sodium borohydride were added a little at a time to this crude product in 150 ml of ethanol at 10° C. The mixture was left to stir at room temperature for 3... Reactants: CCOc1c(OCC)c(=O)c1=O, CCOP(=O)(CCNCC(O)CNC(=O)OC(C)(C)C)OCC, CCO. Yields the product CCOc1c(N(CCP(=O)(OCC)OCC)CC(O)CNC(=O)OC(C)(C)C)c(=O)c1=O. Reaction SMILES: [CH2:1]([O:2][c:4]1[c:5](=[O:12])[c:6](=[O:11])[c:7]1[O:8][CH2:9][CH3:10])[CH3:3].[CH3:13][C:14]([CH3:15])([CH3:16])[O:17][C:18]([NH:19][CH2:20][CH:21]([CH2:22][NH:23][CH2:24][CH2:25][P:26](=[O:27])([O:28][CH2:29][CH3:30])[O:31][CH2:32][CH3:33])[OH:34])=[O:35].[CH3:36][CH2:37][OH:38]>>[c:4]1([N:23]([CH2:22][CH:21]([CH2:20][NH:19][C:18]([O:17][C:14]([CH3:13])([CH3:15])[CH3:16])=[O:35])[OH:34])[CH2:24][CH2:25][P:26](=[O:27])([O:28][CH2:29][CH3:30])[O:31][CH2:32][CH3:33])[c:5](=[O:12])[c:6](=[O:11])[c:7]1[O:8][CH2:9][CH3:10]. The reactants are ClCCSC (2-chloroethyl-methyl sulphide), O (water), [H-].[Na+] (Sodium hydride), C(CC(=O)OCC1=CC=CC=C1)(=O)OC(C)(C)C (t-butyl benzyl malonate). Solvent: CN(C=O)C (dimethylformamide), CN(C=O)C (dimethylformamide). Conditions: temperature 0 celsius, time 15 minute. Product: C(C1=CC=CC=C1)OC(C(CCSC)C(=O)OC(C)(C)C)=O (4-methylthio-2-t-butyloxycarbonyl-butanoic acid benzyl ester). Yield: 98.7%. As a reaction SMILES: [H-].[Na+].[C:3]([O:16][C:17]([CH3:20])([CH3:19])[CH3:18])(=[O:15])[CH2:4][C:5]([O:7][CH2:8][C:9]1[CH:14]=[CH:13][CH:12]=[CH:11][CH:10]=1)=[O:6].Cl[CH2:22][CH2:23][S:24][CH3:25].O>CN(C)C=O>[CH2:8]([O:7][C:5](=[O:6])[CH:4]([C:3]([O:16][C:17]([CH3:20])([CH3:19])[CH3:18])=[O:15])[CH2:22][CH2:23][S:24][CH3:25])[C:9]1[CH:14]=[CH:13][CH:12]=[CH:11][CH:10]=1 |f:0.1|. Reported procedure: Sodium hydride (0.96 g, 50% suspension in mineral oil) was added to a stirred solution of t-butyl benzyl malonate (5 g) in dry dimethylformamide (50 ml), maintained at 0° C. under an atmosphere of nitrogen. After stirring for 15 minutes, 2-chloroethyl-methyl sulphide (2.21 g) in dimethylformamide (10 ml) was added dropwise, while the temperature of the reaction was maintained below 10° C. The reaction was allowed to warm to room temperature and stirred for 15 hours when water was cautiously adde... Reactants: COC(=O)CBr, CCCCCC(=O)N1C(=O)OCC1Cc1ccccc1, C1CCOC1, C[Si](C)(C)[N-][Si](C)(C)C, [Na+]. Product: CCCCC(CC(=O)OC)C(=O)N1C(=O)OCC1Cc1ccccc1. Reaction SMILES: [Br:31][CH2:32][C:33](=[O:34])[O:35][CH3:36].[C:1]([CH2:2][CH2:3][CH2:4][CH2:5][CH3:6])(=[O:7])[N:8]1[C:9](=[O:20])[O:10][CH2:11][CH:12]1[CH2:13][c:14]1[cH:15][cH:16][cH:17][cH:18][cH:19]1.[CH2:37]1[O:38][CH2:39][CH2:40][CH2:41]1.[CH3:21][Si:22]([CH3:23])([CH3:24])[N-:25][Si:26]([CH3:27])([CH3:28])[CH3:29].[Na+:30]>>[C:1]([CH:2]([CH2:3][CH2:4][CH2:5][CH3:6])[CH2:32][C:33](=[O:34])[O:35][CH3:36])(=[O:7])[N:8]1[C:9](=[O:20])[O:10][CH2:11][CH:12]1[CH2:13][c:14]1[cH:15][cH:16][cH:17][cH:18][cH:19]1. Reaction SMILES: [Cl:1][C:2]1[CH:7]=[C:6]([N+]([O-])=O)[CH:5]=[CH:4][N:3]=1.[CH3:11][O:12][C:13]1[CH:18]=[CH:17][C:16]([CH2:19][SH:20])=[CH:15][CH:14]=1.CN(C=O)C.C(=O)([O-])[O-].[Cs+].[Cs+]>ClCCl>[CH3:11][O:12][C:13]1[CH:18]=[CH:17][C:16]([CH2:19][S:20][C:6]2[CH:5]=[CH:4][N:3]=[C:2]([Cl:1])[CH:7]=2)=[CH:15][CH:14]=1 |f:3.4.5|. Run at time 2 hour. Yields the product COC1=CC=C(CSC2=CC(=NC=C2)Cl)C=C1 (4-(4-methoxybenzylthio)-2-chloropyridine). Solvent: ClCCl (dichloromethane). The reactants are ClC1=NC=CC(=C1)[N+](=O)[O-] (2-chloro-4-nitropyridine), COC1=CC=C(C=C1)CS ((4-methoxyphenyl)methanethiol), CN(C)C=O (DMF), C([O-])([O-])=O.[Cs+].[Cs+] (Cesium carbonate). Yield: 84.7%. Reported procedure: A flask was charged with 2-chloro-4-nitropyridine (12.75 g, 80.4 mmol), (4-methoxyphenyl)methanethiol (12.40 g, 80.4 mmol) and DMF (100 mL). Cesium carbonate (31.43 g, 96.48 mmol) was added in portions, and the mixture was stirred for 2 hours at ambient temperature. The solution was diluted with dichloromethane (250 mL) and washed with diluted sodium bicarbonate solution, dried over magnesium sulfate, filtered and evaporated. The resulting yellowish residue was triturated with hexanes and the so... Reactants: aqueous solution, [OH-].[Na+] (NaOH), C(C)OC([C@@H](NC(CNC(=O)C1=CC=CC=C1)=O)CC1=C(C=CC=C1)OC(C)=O)=O (o-acetoxyhippuryl-L-phenylalanine ethyl ester). The solvent is CO (methanol). Product: OC1=C(C[C@H](NC(CNC(=O)C2=CC=CC=C2)=O)C(=O)O)C=CC=C1 (o-hydroxyhippuryl-L-phenylalanine). Reaction SMILES: C([O:3][C:4](=[O:30])[C@H:5]([CH2:19][C:20]1[CH:25]=[CH:24][CH:23]=[CH:22][C:21]=1[O:26]C(=O)C)[NH:6][C:7](=[O:18])[CH2:8][NH:9][C:10]([C:12]1[CH:17]=[CH:16][CH:15]=[CH:14][CH:13]=1)=[O:11])C.[OH-].[Na+]>CO>[OH:26][C:21]1[CH:22]=[CH:23][CH:24]=[CH:25][C:20]=1[CH2:19][C@@H:5]([C:4]([OH:30])=[O:3])[NH:6][C:7](=[O:18])[CH2:8][NH:9][C:10]([C:12]1[CH:17]=[CH:16][CH:15]=[CH:14][CH:13]=1)=[O:11] |f:1.2|. Reported procedure: 7.69 g (0.02 M) of o-acetoxyhippuryl-L-phenylalanine ethyl ester was dissolved in 50 ml of methanol and to this solution was added 70 ml of a 0.1 N aqueous solution of NaOH, and then this solution was treated by repeating the same procedure as Procedure 1 supra to obtain o-hydroxyhippuryl-L-phenylalanine. Starting materials: [N+](=O)([O-])C=1C=C(C(=O)C=2NC(=CC2)CCC)C=CC1 (2-(3'-nitrobenzoyl)-5-propylpyrrole), CN(C=O)C (dimethylformamide), [H-].[Na+] (sodium hydride), ice ethyl acetate, CN(C=O)C (dimethylformamide), BrCCC (1-bromopropane). Yields the product C(CC)N1C(=CC=C1CCC)CC1=CC(=CC=C1)NC(=O)N (1,5-Dipropyl-2-(3'-ureidobenzyl)pyrrole). Isolated yield 98.0%. RXN SMILES: [H-].[Na+].[N+:3]([C:6]1[CH:7]=[C:8]([CH:19]=[CH:20][CH:21]=1)[C:9]([C:11]1[NH:12][C:13]([CH2:16][CH2:17][CH3:18])=[CH:14][CH:15]=1)=O)([O-])=O.Br[CH2:23][CH2:24][CH3:25].C[N:27](C)[CH:28]=[O:29]>>[CH2:23]([N:12]1[C:13]([CH2:16][CH2:17][CH3:18])=[CH:14][CH:15]=[C:11]1[CH2:9][C:8]1[CH:19]=[CH:20][CH:21]=[C:6]([NH:3][C:28]([NH2:27])=[O:29])[CH:7]=1)[CH2:24][CH3:25] |f:0.1|. Reported procedure: 2.5 g (100 mmol) of 50% sodium hydride were suspended, under nitrogen atmosphere, in 150 ml of anhydrous dimethylformamide. A solution of 11.5 g (44 mmol) of 2-(3'-nitrobenzoyl)-5-propylpyrrole in 50 ml of anhydrous dimethylformamide was added thereto, in a dropwise fashion and under stirring. The resulting mixture was stirred at room temperature for an additional hour and then 10 ml (110 mmol) of 1-bromopropane was added. The reaction mixture was stirred at room temperature for 48 hours, and th... The reactants are N#Cc1ccc(-c2ccc(Br)o2)nc1, O=C([O-])[O-], N#Cc1ccc(B(O)O)cc1, Cc1ccccc1, CO, [Na+], [Na+], CN(C)C=O, [Pd], c1ccc(P(c2ccccc2)c2ccccc2)cc1, c1ccc(P(c2ccccc2)c2ccccc2)cc1, c1ccc(P(c2ccccc2)c2ccccc2)cc1, c1ccc(P(c2ccccc2)c2ccccc2)cc1. Yields the product N#Cc1ccc(-c2ccc(-c3ccc(C#N)cn3)o2)cc1. RXN SMILES: [Br:1][c:2]1[cH:3][cH:4][c:5](-[c:7]2[n:8][cH:9][c:10]([C:11]#[N:12])[cH:13][cH:14]2)[o:6]1.[C:15](=[O:16])([O-:17])[O-:18].[C:21](#[N:22])[c:23]1[cH:24][cH:25][c:26]([B:29]([OH:30])[OH:31])[cH:27][cH:28]1.[CH3:37][c:38]1[cH:39][cH:40][cH:41][cH:42][cH:43]1.[CH3:44][OH:45].[Na+:19].[Na+:20].[O:32]=[CH:33][N:34]([CH3:35])[CH3:36].[Pd:46].[c:104]1([P:105]([c:106]2[cH:107][cH:108][cH:109][cH:110][cH:111]2)[c:112]2[cH:113][cH:114][cH:115][cH:116][cH:117]2)[cH:118][cH:119][cH:120][cH:121][cH:122]1.[c:47]1([P:48]([c:49]2[cH:50][cH:51][cH:52][cH:53][cH:54]2)[c:55]2[cH:56][cH:57][cH:58][cH:59][cH:60]2)[cH:61][cH:62][cH:63][cH:64][cH:65]1.[c:66]1([P:67]([c:68]2[cH:69][cH:70][cH:71][cH:72][cH:73]2)[c:74]2[cH:75][cH:76][cH:77][cH:78][cH:79]2)[cH:80][cH:81][cH:82][cH:83][cH:84]1.[c:85]1([P:86]([c:87]2[cH:88][cH:89][cH:90][cH:91][cH:92]2)[c:93]2[cH:94][cH:95][cH:96][cH:97][cH:98]2)[cH:99][cH:100][cH:101][cH:102][cH:103]1>>[c:2]1(-[c:26]2[cH:25][cH:24][c:23]([C:21]#[N:22])[cH:28][cH:27]2)[cH:3][cH:4][c:5](-[c:7]2[n:8][cH:9][c:10]([C:11]#[N:12])[cH:13][cH:14]2)[o:6]1. Starting materials: C(C)(C)(C)OC(NC(CCCC)C(C1(SCCCS1)C1=CC=CC=C1)O)=O ({1-[hydroxy-(2-phenyl-[1,3]dithian-2-yl)methyl]pentyl}carbamic acid tert-butyl ester), Cl (hydrochloric acid). The solvent is C1(=CC=CC=C1)C (toluene), O1CCOCC1 (dioxane). Reaction conditions: temperature 23 celsius, time 3 hour. Product: N[C@H](C(O)C1(SCCCS1)C1=CC=CC=C1)CCCC (2(S)-amino-1-(2-phenyl-[1,3]dithian-2-yl)hexan-1-ol). Reaction SMILES: C(OC(=O)[NH:7][CH:8]([CH:13]([OH:26])[C:14]1([C:20]2[CH:25]=[CH:24][CH:23]=[CH:22][CH:21]=2)[S:19][CH2:18][CH2:17][CH2:16][S:15]1)[CH2:9][CH2:10][CH2:11][CH3:12])(C)(C)C.Cl>O1CCOCC1.C1(C)C=CC=CC=1>[NH2:7][C@@H:8]([CH2:9][CH2:10][CH2:11][CH3:12])[CH:13]([C:14]1([C:20]2[CH:25]=[CH:24][CH:23]=[CH:22][CH:21]=2)[S:15][CH2:16][CH2:17][CH2:18][S:19]1)[OH:26]. Procedure: To {1-[hydroxy-(2-phenyl-[1,3]dithian-2-yl)methyl]pentyl}carbamic acid tert-butyl ester (608 mg, 1.47 mmol) in dioxane (2.7 mL) at 10° C. was added hydrochloric acid (2.7 mL, 4 M in dioxane). The solution was warmed to 23° C. After 3 h, the solution was diluted with toluene (5 ml) and concentrated under reduced pressure. The gummy solid was washed with diethyl ether resulting in the hydrochloride salt of 2(8)-amino-1-(2-phenyl-[1,3]dithian-2-yl)hexan-1-ol, (414 mg, 82%) as a free flowing solid a... Procedure details: 0.31 g (0.71 mmol) of 3-(2-bromomethyl-7-chloro-5-fluorobenzofuran-4-yl)-1-methyl-6-trifluoromethyl-2-(1H)-pyridone was dissolved in 20 ml of THF, and 0.014 g (0.85 mmol) of a methanethiol 30% methanol solution and 0.12 g (0.85 mmol) of potassium carbonate were added thereto, followed by stirring at room temperature for 8 hours. THF was distilled off under reduced pressure. Then, the obtained residue was poured into water and extracted with ethyl acetate. After washing with water, the organic la... The reactants are CS (methanethiol), C([O-])([O-])=O.[K+].[K+] (potassium carbonate), BrCC=1OC2=C(C1)C(=C(C=C2Cl)F)C=2C(N(C(=CC2)C(F)(F)F)C)=O (3-(2-bromomethyl-7-chloro-5-fluorobenzofuran-4-yl)-1-methyl-6-trifluoromethyl-2-(1H)-pyridone). Reaction conditions: time 8 hour. The product is ClC1=CC(=C(C=2C=C(OC21)CSC)C=2C(N(C(=CC2)C(F)(F)F)C)=O)F (3-(7-chloro-5-fluoro-2-methylthiomethylbenzofuran-4-yl)-1-methyl-6-trifluoromethyl-2-(1H)-pyridone). Solvent: C1CCOC1 (THF). Isolated yield 97.2%. Reaction SMILES: Br[CH2:2][C:3]1[O:4][C:5]2[C:11]([Cl:12])=[CH:10][C:9]([F:13])=[C:8]([C:14]3[C:15](=[O:25])[N:16]([CH3:24])[C:17]([C:20]([F:23])([F:22])[F:21])=[CH:18][CH:19]=3)[C:6]=2[CH:7]=1.[CH3:26][SH:27].C(=O)([O-])[O-].[K+].[K+]>C1COCC1>[Cl:12][C:11]1[C:5]2[O:4][C:3]([CH2:2][S:27][CH3:26])=[CH:7][C:6]=2[C:8]([C:14]2[C:15](=[O:25])[N:16]([CH3:24])[C:17]([C:20]([F:21])([F:23])[F:22])=[CH:18][CH:19]=2)=[C:9]([F:13])[CH:10]=1 |f:2.3.4|.